Dataset: the Open Reaction Database (ORD), a public repository of structured organic reaction records. Task: describe an organic reaction: reactants, conditions, products, and yield Reagents/catalysts: C=1C=CC(=CC1)/C=C/C(=O)/C=C/C2=CC=CC=C2.C=1C=CC(=CC1)/C=C/C(=O)/C=C/C2=CC=CC=C2.C=1C=CC(=CC1)/C=C/C(=O)/C=C/C2=CC=CC=C2.[Pd].[Pd] (tris(dibenzylideneacetone)dipalladium), C1(=CC=CC=C1)P(C1=C(C2=CC=CC=C2C=C1)C1=C(C=CC2=CC=CC=C12)P(C1=CC=CC=C1)C1=CC=CC=C1)C1=CC=CC=C1 ((±)-2,2′-bis(diphenylphosphino)-1,1′-binaphthalene). The reactants are C(C1=CC=CC=C1)(C1=CC=CC=C1)=N (benzophenone imine), C([O-])([O-])=O.[Cs+].[Cs+] (cesium carbonate), BrC=1C=C(C=C(C1)C(F)(F)F)N1C(OC(C1)C)=O (3-(3-bromo-5-(trifluoromethyl)phenyl)-5-methyloxazolidin-2-one), CCOC(=O)C (EtOAc). Reaction SMILES: [C:1](=[NH:14])([C:8]1[CH:13]=[CH:12][CH:11]=[CH:10][CH:9]=1)[C:2]1[CH:7]=[CH:6][CH:5]=[CH:4][CH:3]=1.C(=O)([O-])[O-].[Cs+].[Cs+].Br[C:22]1[CH:23]=[C:24]([N:32]2[CH2:36][CH:35]([CH3:37])[O:34][C:33]2=[O:38])[CH:25]=[C:26]([C:28]([F:31])([F:30])[F:29])[CH:27]=1.CCOC(C)=O>O1CCOCC1.C1C=CC(/C=C/C(/C=C/C2C=CC=CC=2)=O)=CC=1.C1C=CC(/C=C/C(/C=C/C2C=CC=CC=2)=O)=CC=1.C1C=CC(/C=C/C(/C=C/C2C=CC=CC=2)=O)=CC=1.[Pd].[Pd].C1(P(C2C=CC=CC=2)C2C=CC3C(=CC=CC=3)C=2C2C3C(=CC=CC=3)C=CC=2P(C2C=CC=CC=2)C2C=CC=CC=2)C=CC=CC=1>[C:2]1([C:1](=[N:14][C:22]2[CH:23]=[C:24]([N:32]3[CH2:36][CH:35]([CH3:37])[O:34][C:33]3=[O:38])[CH:25]=[C:26]([C:28]([F:29])([F:30])[F:31])[CH:27]=2)[C:8]2[CH:9]=[CH:10][CH:11]=[CH:12][CH:13]=2)[CH:7]=[CH:6][CH:5]=[CH:4][CH:3]=1 |f:1.2.3,7.8.9.10.11|. Yield: 89.2%. Run at temperature 100 celsius, time 8 hour. Procedure details: Add benzophenone imine (3.56 g, 2 mmol), (±)-2,2′-bis(diphenylphosphino)-1,1′-binaphthalene (BINAP, 43 mg, 0.069 mmol), tris(dibenzylideneacetone)dipalladium [Pd2(dba)3, 90 mg, 0.098 mmol] and cesium carbonate (858 mg, 2.63 mmol) to the solution of 3-(3-bromo-5-(trifluoromethyl)phenyl)-5-methyloxazolidin-2-one (430 mg, 1.32 mmol) in dioxane (5 mL). Stir the mixture under nitrogen atmosphere at 100° C. overnight. TLC (PE:EtOAc=1:1) shows the reaction is complete. Filter the mixture and concentrat... Solvent: O1CCOCC1 (dioxane). Product: C1(=CC=CC=C1)C(C1=CC=CC=C1)=NC=1C=C(C=C(C1)C(F)(F)F)N1C(OC(C1)C)=O (3-(3-(diphenylmethyleneamino)-5-(trifluoromethyl)phenyl)-5-methyloxazolidin-2-one). Reactants: NC1=CC2=C(CCCC(N2CCOC)=O)C=C1 (8-amino-1-(2-methoxy-ethyl)-1,3,4,5-tetrahydro-1-benzazepin-2-one), ClC1=NC=C(C(=N1)NC1=C(C(=O)NC)C=CC=C1F)Cl (2-(2,5-dichloro-pyrimidin-4-ylamino)-3-fluoro-N-methyl-benzamide), C12(C(=O)CC(CC1)C2(C)C)CS(=O)(=O)O (10-camphorsulfonic acid). Solvent: C(C)(C)O (isopropyl alcohol). Conditions: temperature 120 celsius, time 2 hour. Product: ClC=1C(=NC(=NC1)NC=1C=CC2=C(N(C(CCC2)=O)CCOC)C1)NC1=C(C(=O)NC)C=CC=C1F (2-{5-Chloro-2-[1-(2-methoxy-ethyl)-2-oxo-2,3,4,5-tetrahydro-1H-benzo[b]azepin-8-ylamino]-pyrimidin-4-ylamino}-3-fluoro-N-methyl-benzamide). The yield is 61.0%. Reaction SMILES: [NH2:1][C:2]1[CH:17]=[CH:16][C:5]2[CH2:6][CH2:7][CH2:8][C:9](=[O:15])[N:10]([CH2:11][CH2:12][O:13][CH3:14])[C:4]=2[CH:3]=1.Cl[C:19]1[N:24]=[C:23]([NH:25][C:26]2[C:35]([F:36])=[CH:34][CH:33]=[CH:32][C:27]=2[C:28]([NH:30][CH3:31])=[O:29])[C:22]([Cl:37])=[CH:21][N:20]=1.C12(CS(O)(=O)=O)C(C)(C)C(CC1)CC2=O>C(O)(C)C>[Cl:37][C:22]1[C:23]([NH:25][C:26]2[C:35]([F:36])=[CH:34][CH:33]=[CH:32][C:27]=2[C:28]([NH:30][CH3:31])=[O:29])=[N:24][C:19]([NH:1][C:2]2[CH:17]=[CH:16][C:5]3[CH2:6][CH2:7][CH2:8][C:9](=[O:15])[N:10]([CH2:11][CH2:12][O:13][CH3:14])[C:4]=3[CH:3]=2)=[N:20][CH:21]=1. Reported procedure: A microwave vessel was charged with 8-amino-1-(2-methoxy-ethyl)-1,3,4,5-tetrahydro-1-benzazepin-2-one (51.3 mg, 0.219 mmol), 2 2-(2,5-dichloro-pyrimidin-4-ylamino)-3-fluoro-N-methyl-benzamide, 10-camphorsulfonic acid (4.2 mg, 0.018 mmol) and isopropyl alcohol (2.0 mL) and heated at 120° C. for 60 minutes in a microwave reactor (sealed vessel). The reaction mixture was quenched with a slurry of saturated, aqueous, NaHCO3 and stirred for 2 h. This mixture was diluted with water (10 mL) and extract... Reactants: N[C@@H](CC(=O)[O-])C(=O)[O-] (aspartate), O=C(C(=O)[O-])CCC(=O)[O-] (α-ketoglutarate). Yields the product C(CC(=O)C(=O)[O-])(=O)[O-] (oxalacetate), N[C@@H](CCC(=O)[O-])C(=O)[O-] (glutamate). RXN SMILES: [NH2:1][C@H:2]([C:7]([O-:9])=[O:8])[CH2:3][C:4]([O-:6])=[O:5].[O:10]=[C:11]([CH2:15][CH2:16][C:17]([O-:19])=[O:18])[C:12]([O-:14])=[O:13]>>[C:4]([O-:6])(=[O:5])[CH2:3][C:2]([C:7]([O-:9])=[O:8])=[O:10].[NH2:1][C@H:11]([C:12]([O-:14])=[O:13])[CH2:15][CH2:16][C:17]([O-:19])=[O:18]. Reported procedure: reaction of aspartate and α-ketoglutarate in the presence of a suitable transaminase 1 to give oxalacetate and glutamate and